From a dataset of the Open Reaction Database (ORD), a public repository of structured organic reaction records. describe an organic reaction: reactants, conditions, products, and yield The reactants are C(C1=CC=CC=C1)N1CC(C(=CC1)C1=CC(=CC=2C=COC21)F)C (1-benzyl-3-methyl-4-(5-fluorobenzofur-7-yl)-1,2,3,6-tetrahydropyridine), [H][H] (hydrogen). The reagents and catalysts are [Pd] (palladium on carbon). The solvent is C(C)O (ethanol), C(C)O (ethanol). Product: C[C@@H]1CNCC[C@@H]1C1=CC(=CC=2C=COC21)F (cis-3-methyl-4-(5-fluorobenzofur-7-yl)piperidine), C(C1=CC=CC=C1)N1CC(C(CC1)C1=CC=C2C1=COC=C2)C (1-benzyl-3-methyl-4-(5-benzofur-7-yl)piperidine). The yield is 40.0%. RXN SMILES: [CH2:1]([N:8]1[CH2:13][CH:12]=[C:11]([C:14]2[C:22]3[O:21][CH:20]=[CH:19][C:18]=3[CH:17]=[C:16]([F:23])[CH:15]=2)[CH:10]([CH3:24])[CH2:9]1)[C:2]1[CH:7]=[CH:6][CH:5]=[CH:4][CH:3]=1.[H][H]>[Pd].C(O)C>[CH3:24][C@H:10]1[C@@H:11]([C:14]2[C:22]3[O:21][CH:20]=[CH:19][C:18]=3[CH:17]=[C:16]([F:23])[CH:15]=2)[CH2:12][CH2:13][NH:8][CH2:9]1.[CH2:1]([N:8]1[CH2:13][CH2:12][CH:11]([C:14]2[C:19]3=[CH:20][O:21][CH:22]=[CH:18][C:17]3=[CH:16][CH:15]=2)[CH:10]([CH3:24])[CH2:9]1)[C:2]1[CH:7]=[CH:6][CH:5]=[CH:4][CH:3]=1. Procedure: A slurry of 0.80 gm 10% palladium on carbon in 100 mL ethanol was stirred under a hydrogen atmosphere. A solution of 4.23 gm (13.2 mMol) 1-benzyl-3-methyl-4-(5-fluorobenzofur-7-yl)-1,2,3,6-tetrahydropyridine in 100 mL ethanol was added and the mixture stirred under the hydrogen atmosphere for about 16 hours. The reaction mixture was filtered through a celite pad and the filter cake was washed with ethanol. The combined filtrates were concentrated under reduced pressure. The resulting residue was... Reactants: [BH4-], CCO, COCOc1ccc(Cc2c(C)cc(O)c(C(=O)OC)c2C)cc1C(C)C, [Na+], O. Yields the product COCOc1ccc(Cc2c(C)cc(O)c(CO)c2C)cc1C(C)C. As a reaction SMILES: [BH4-:28].[CH2:31]([OH:32])[CH3:33].[CH3:1][c:2]1[c:3]([C:4](=[O:5])[O:6][CH3:7])[c:8]([OH:27])[cH:9][c:10]([CH3:26])[c:11]1[CH2:12][c:13]1[cH:14][c:15]([CH:23]([CH3:24])[CH3:25])[c:16]([O:19][CH2:20][O:21][CH3:22])[cH:17][cH:18]1.[Na+:29].[OH2:30]>>[CH3:1][c:2]1[c:3]([CH2:4][OH:5])[c:8]([OH:27])[cH:9][c:10]([CH3:26])[c:11]1[CH2:12][c:13]1[cH:14][c:15]([CH:23]([CH3:24])[CH3:25])[c:16]([O:19][CH2:20][O:21][CH3:22])[cH:17][cH:18]1. The reactants are BrC1=C(CO[Si](C)(C)C(C)(C)C)C=C(C=C1)C(F)(F)F ((2-bromo-5-(trifluoromethyl)benzyloxy)(tert-butyl)dimethylsilane), C(CCC)[Li] (n-butyllithium), C1(CCCCC1)=O (Cyclohexanone). Solvent: O1CCCC1 (tetrahydrofuran). Conditions: temperature -78 celsius, time 15 minute. Yields the product [Si](C)(C)(C(C)(C)C)OCC1=C(C=CC(=C1)C(F)(F)F)C1(CCCCC1)O (1-(2-((tert-butyldimethylsilyloxy)methyl)-4-(trifluoromethyl)phenyl)cyclohexanol). As a reaction SMILES: Br[C:2]1[CH:16]=[CH:15][C:14]([C:17]([F:20])([F:19])[F:18])=[CH:13][C:3]=1[CH2:4][O:5][Si:6]([C:9]([CH3:12])([CH3:11])[CH3:10])([CH3:8])[CH3:7].C([Li])CCC.[C:26]1(=[O:32])[CH2:31][CH2:30][CH2:29][CH2:28][CH2:27]1>O1CCCC1>[Si:6]([O:5][CH2:4][C:3]1[CH:13]=[C:14]([C:17]([F:20])([F:19])[F:18])[CH:15]=[CH:16][C:2]=1[C:26]1([OH:32])[CH2:31][CH2:30][CH2:29][CH2:28][CH2:27]1)([C:9]([CH3:12])([CH3:11])[CH3:10])([CH3:8])[CH3:7]. Reported procedure: To a solution of (2-bromo-5-(trifluoromethyl)benzyloxy)(tert-butyl)dimethylsilane (140 mg; 0.379 mmol) in tetrahydrofuran (0.5 mL) at −78° C. was added dropwise n-butyllithium (0.4 mL; 0.64 mmol; 1.6M in hexanes). The reaction was stirred at −78° C. for 15 minutes. Cyclohexanone (0.8 mL; 7.7 mmol) was added stirred at −78° C. for 10 minutes. The reaction was then stirred at room temperature for 15 minutes. The reaction was quenched with 2 drops of water. It was diluted with ethyl acetate and fil... Reactants: C(C)(=O)Cl (acetyl chloride), ice water, NC1=NC=C(C=N1)[N+](=O)[O-] (2-amino-5-nitropyrimidine), N1=CC=CC=C1 (pyridine), C(C)(=O)Cl (acetyl chloride). Reagents/catalysts: CN(C1=CC=NC=C1)C (4-dimethylaminopyridine). The solvent is C(C)#N (acetonitrile). Conditions: temperature 100 celsius, time 1 hour. Yields the product [N+](=O)([O-])C=1C=NC(=NC1)NC(C)=O (N-(5-Nitropyrimidin-2-yl)acetamide). Isolated yield 31.3%. RXN SMILES: [NH2:1][C:2]1[N:7]=[CH:6][C:5]([N+:8]([O-:10])=[O:9])=[CH:4][N:3]=1.N1C=CC=CC=1.[C:17](Cl)(=[O:19])[CH3:18]>CN(C)C1C=CN=CC=1.C(#N)C>[N+:8]([C:5]1[CH:4]=[N:3][C:2]([NH:1][C:17](=[O:19])[CH3:18])=[N:7][CH:6]=1)([O-:10])=[O:9]. Reported procedure: To a solution of 2-amino-5-nitropyrimidine (3.00 g, 21.4 mmol), 4-dimethylaminopyridine (2.61 g, 21.4 mmol) and pyridine (10.4 ml, 128 mmol) in acetonitrile (100 ml) was added acetyl chloride (3.04 ml, 42.8 mmol), the mixture was stirred at 100° C. for 1 hour. To the mixture was added acetyl chloride (2.00 ml, 28.1 mmol) and the mixture was stirred at 100° C. for 12 hours. The reaction mixture was poured into ice-water and the mixture was extracted with ethyl acetate. The extract was washed with... The reactants are OC=1C=CC(=C(C1)NC(=O)C1=CC(=NN1C)C)C (N-(5-hydroxy-2-methylphenyl)-1,3-dimethyl-1H-pyrazole-5-carboxamide), S(=O)(=O)([O-])[O-].[Mg+2] (magnesium sulfate), [H-].[Al+3].[Li+].[H-].[H-].[H-] (lithium aluminum hydride), S(=O)(=O)([O-])[O-].[Na+].[Na+] (sodium sulfate). Run in O1CCCC1 (tetrahydrofuran), O1CCCC1 (tetrahydrofuran). Yields the product CN1N=C(C=C1CNC=1C=C(C=CC1C)O)C (3-{[(1,3-dimethyl-1H-pyrazol-5-yl)methyl]amino}-4-methylphenol). Isolated yield 51.3%. Reaction SMILES: [H-].[Al+3].[Li+].[H-].[H-].[H-].[OH:7][C:8]1[CH:9]=[CH:10][C:11]([CH3:24])=[C:12]([NH:14][C:15]([C:17]2[N:21]([CH3:22])[N:20]=[C:19]([CH3:23])[CH:18]=2)=O)[CH:13]=1.S([O-])([O-])(=O)=O.[Na+].[Na+].S([O-])([O-])(=O)=O.[Mg+2]>O1CCCC1>[CH3:22][N:21]1[C:17]([CH2:15][NH:14][C:12]2[CH:13]=[C:8]([OH:7])[CH:9]=[CH:10][C:11]=2[CH3:24])=[CH:18][C:19]([CH3:23])=[N:20]1 |f:0.1.2.3.4.5,7.8.9,10.11|. Procedure details: To a solution of 3-amino-4-methylphenol (930 mg, 7.5 mmol) in N,N-dimethylacetamide (10 mL) was added a solution of 1,3-dimethyl-1H-pyrazole-5-carbonylchloride (1370 mg, 8.7 mmol) in N, N-dimethylacetamide (5 mL), and the mixture was stirred at 0° C. for 20 min. To the mixture were added ethyl acetate/tetrahydrofuran, saturated aqueous sodium hydrogencarbonate solution, and the aqueous layer was extracted 4 times with ethyl acetate/tetrahydrofuran. Combined organic layer was washed with water an...